Dataset: the Open Reaction Database (ORD), a public repository of structured organic reaction records. Task: describe an organic reaction: reactants, conditions, products, and yield The reactants are [BH4-], CCc1c(Br)cccc1C=O, CO, [Na+]. The product is CCc1c(Br)cccc1CO. Reaction SMILES: [BH4-:12].[Br:1][c:2]1[c:3]([CH2:10][CH3:11])[c:4]([CH:5]=[O:6])[cH:7][cH:8][cH:9]1.[CH3:14][OH:15].[Na+:13]>>[Br:1][c:2]1[c:3]([CH2:10][CH3:11])[c:4]([CH2:5][OH:6])[cH:7][cH:8][cH:9]1. Starting materials: BrC1=C(C=CC=C1)CC(=O)O (2-bromophenylacetic acid), NC1=CC=C(C=C1)C (p-toluidine). Product: CC1=CC=C(C=C1)NC1=C(C=CC=C1)CC(=O)O (2-[(4-methylphenyl)amino]phenylacetic acid). Reaction SMILES: Br[C:2]1[CH:7]=[CH:6][CH:5]=[CH:4][C:3]=1[CH2:8][C:9]([OH:11])=[O:10].[NH2:12][C:13]1[CH:18]=[CH:17][C:16]([CH3:19])=[CH:15][CH:14]=1>>[CH3:19][C:16]1[CH:17]=[CH:18][C:13]([NH:12][C:2]2[CH:7]=[CH:6][CH:5]=[CH:4][C:3]=2[CH2:8][C:9]([OH:11])=[O:10])=[CH:14][CH:15]=1. Procedure details: In the manner described in example 3, 2-bromophenylacetic acid is condensed with p-toluidine to yield 2-[(4-methylphenyl)amino]phenylacetic acid. Starting materials: Cc1nc2ccccc2n1-c1nc(N2CCOCC2)c2nc(CBr)n(C)c2n1, CC(C)(O)C1CCCNC1. The product is Cc1nc2ccccc2n1-c1nc(N2CCOCC2)c2nc(CN3CCCC(C(C)(C)O)C3)n(C)c2n1. Reaction SMILES: [Br:1][CH2:2][c:3]1[n:4]([CH3:28])[c:5]2[n:6][c:7](-[n:18]3[c:19]([CH3:27])[n:20][c:21]4[c:22]3[cH:23][cH:24][cH:25][cH:26]4)[n:8][c:9]([N:12]3[CH2:13][CH2:14][O:15][CH2:16][CH2:17]3)[c:10]2[n:11]1.[NH:29]1[CH2:30][CH:31]([C:35]([CH3:36])([CH3:37])[OH:38])[CH2:32][CH2:33][CH2:34]1>>[CH2:2]([c:3]1[n:4]([CH3:28])[c:5]2[n:6][c:7](-[n:18]3[c:19]([CH3:27])[n:20][c:21]4[c:22]3[cH:23][cH:24][cH:25][cH:26]4)[n:8][c:9]([N:12]3[CH2:13][CH2:14][O:15][CH2:16][CH2:17]3)[c:10]2[n:11]1)[N:29]1[CH2:30][CH:31]([C:35]([CH3:36])([CH3:37])[OH:38])[CH2:32][CH2:33][CH2:34]1.